Dataset: the Open Reaction Database (ORD), a public repository of structured organic reaction records. Task: describe an organic reaction: reactants, conditions, products, and yield Starting materials: Fc1ccc(F)nc1, NN. Product: NNc1ccc(F)cn1. RXN SMILES: [F:1][c:2]1[n:3][cH:4][c:5]([F:8])[cH:6][cH:7]1.[NH2:9][NH2:10]>>[c:2]1([NH:9][NH2:10])[n:3][cH:4][c:5]([F:8])[cH:6][cH:7]1. Starting materials: Cl, [K+], N#CN, Cc1ccccc1N, [OH-]. Product: Cc1ccccc1NC(=N)N. RXN SMILES: [ClH:9].[K+:14].[NH2:10][C:11]#[N:12].[NH2:1][c:2]1[c:3]([CH3:8])[cH:4][cH:5][cH:6][cH:7]1.[OH-:13]>>[NH:1]([c:2]1[c:3]([CH3:8])[cH:4][cH:5][cH:6][cH:7]1)[C:11](=[NH:10])[NH2:12]. Starting materials: OCC12CC3CC(CC(C3)C1)C2, CCCCCCC, ClCCl, O=[Cr](=O)([O-])Cl, c1cc[nH+]cc1. Product: O=CC12CC3CC(CC(C3)C1)C2. RXN SMILES: [C:1]12([CH2:11][OH:12])[CH2:2][CH:3]3[CH2:4][CH:5]([CH2:6][CH:7]([CH2:8]1)[CH2:9]3)[CH2:10]2.[CH3:24][CH2:25][CH2:26][CH2:27][CH2:28][CH2:29][CH3:30].[Cl:31][CH2:32][Cl:33].[O:13]=[Cr:14]([Cl:15])([O-:16])=[O:17].[nH+:18]1[cH:19][cH:20][cH:21][cH:22][cH:23]1>>[C:1]12([CH:11]=[O:12])[CH2:2][CH:3]3[CH2:4][CH:5]([CH2:6][CH:7]([CH2:8]1)[CH2:9]3)[CH2:10]2. As a reaction SMILES: [CH3:30][c:31]1[cH:32][cH:33][cH:34][cH:35][cH:36]1.[F:1][C:2]([C:3]([C:4]([Cl:5])([F:6])[F:7])([OH:8])[c:9]1[cH:10][cH:11][c:12]([O:15][CH2:16][CH3:17])[cH:13][cH:14]1)([F:18])[F:19].[S:20]([Cl:21])([Cl:22])=[O:23].[cH:24]1[cH:25][cH:26][n:27][cH:28][cH:29]1>>[F:1][C:2]([C:3]([C:4]([Cl:5])([F:6])[F:7])([c:9]1[cH:10][cH:11][c:12]([O:15][CH2:16][CH3:17])[cH:13][cH:14]1)[Cl:22])([F:18])[F:19]. Starting materials: Cc1ccccc1, CCOc1ccc(C(O)(C(F)(F)F)C(F)(F)Cl)cc1, O=S(Cl)Cl, c1ccncc1. Product: CCOc1ccc(C(Cl)(C(F)(F)F)C(F)(F)Cl)cc1. Starting materials: FC1=C(C=CC=C1)[N+](=O)[O-] (2-fluoronitrobenzene), N1(CCOCC1)CC=1NC=CN1 (2-((4-morpholinyl)methyl)-imidazole), C(C)(C)N(C(C)C)CC (N,N-diisopropyl ethylamine). Solvent: C(C)#N (acetonitrile). Yields the product N1(CCOCC1)CC=1N(C=CN1)C1=C(C=CC=C1)[N+](=O)[O-] (2-(4-Morpholinyl)methyl-1-(2-nitrophenyl)imidazole). RXN SMILES: F[C:2]1[CH:7]=[CH:6][CH:5]=[CH:4][C:3]=1[N+:8]([O-:10])=[O:9].[N:11]1([CH2:17][C:18]2[NH:19][CH:20]=[CH:21][N:22]=2)[CH2:16][CH2:15][O:14][CH2:13][CH2:12]1.C(N(CC)C(C)C)(C)C>C(#N)C>[N:11]1([CH2:17][C:18]2[N:22]([C:2]3[CH:7]=[CH:6][CH:5]=[CH:4][C:3]=3[N+:8]([O-:10])=[O:9])[CH:21]=[CH:20][N:19]=2)[CH2:12][CH2:13][O:14][CH2:15][CH2:16]1. Procedure details: Combine 10 g of 2-fluoronitrobenzene, 13 g of 2-((4-morpholinyl)methyl)-imidazole, 18 mL of N,N-diisopropyl ethylamine, and 150 mL of acetonitrile, and heat at reflux for 48 hr. Remove the solvent under vacuum, and dissolve the residue in 500 mL of 2N H2SO4. Wash the aqueous portion with 400 mL of ether, basify with K2CO3, and extract with two 400 mL portions of CH2Cl2. Combine extracts, dry over MgSO4, charcoal treat and remove the solvent under vacuum to provide the title compound. Product: OC(CNCc1ccccc1)COc1ccc(CCOCC2CC2)cc1. The reactants are CCCO, c1cc(OCC2CO2)ccc1CCOCC1CC1, NCc1ccccc1. RXN SMILES: [CH2:27]([OH:28])[CH2:29][CH3:30].[CH:1]1([CH2:4][O:5][CH2:6][CH2:7][c:8]2[cH:9][cH:10][c:11]([O:12][CH2:13][CH:14]3[CH2:15][O:16]3)[cH:17][cH:18]2)[CH2:2][CH2:3]1.[NH2:19][CH2:20][c:21]1[cH:22][cH:23][cH:24][cH:25][cH:26]1>>[CH:1]1([CH2:4][O:5][CH2:6][CH2:7][c:8]2[cH:9][cH:10][c:11]([O:12][CH2:13][CH:14]([CH2:15][NH:19][CH2:20][c:21]3[cH:22][cH:23][cH:24][cH:25][cH:26]3)[OH:16])[cH:17][cH:18]2)[CH2:2][CH2:3]1. Procedure: A suspension of methyl 5-benzyloxyindol-3-ylglyoxylate (10 g.) and sodium borohydride (3.7 g.) in isopropanol (100 ml.) was stirred and refluxed for 5 hours. The cooled mixture was diluted with water and extracted with dichloromethane. Evaporation of the extract gave a pale yellow oil which crystallised from a mixture of toluene and petroleum ether to give 5-benzyloxy-3-(2-hydroxyethyl)indole as a white crystalline powder m.p. 97°-98°. Reaction SMILES: [CH2:1]([O:8][C:9]1[CH:10]=[C:11]2[C:15](=[CH:16][CH:17]=1)[NH:14][CH:13]=[C:12]2[C:18](=O)[C:19](OC)=[O:20])[C:2]1[CH:7]=[CH:6][CH:5]=[CH:4][CH:3]=1.[BH4-].[Na+]>C(O)(C)C.O>[CH2:1]([O:8][C:9]1[CH:10]=[C:11]2[C:15](=[CH:16][CH:17]=1)[NH:14][CH:13]=[C:12]2[CH2:18][CH2:19][OH:20])[C:2]1[CH:3]=[CH:4][CH:5]=[CH:6][CH:7]=1 |f:1.2|. Solvent: C(C)(C)O (isopropanol), O (water). Reactants: C(C1=CC=CC=C1)OC=1C=C2C(=CNC2=CC1)C(C(=O)OC)=O (methyl 5-benzyloxyindol-3-ylglyoxylate), [BH4-].[Na+] (sodium borohydride). Product: C(C1=CC=CC=C1)OC=1C=C2C(=CNC2=CC1)CCO (5-benzyloxy-3-(2-hydroxyethyl)indole).